From a dataset of the Open Reaction Database (ORD), a public repository of structured organic reaction records. describe an organic reaction: reactants, conditions, products, and yield Reactants: O=C([O-])[O-], N#Cc1ccc(Cl)cc1O, CCO, ClCC1CO1, [K+], [K+]. Yields the product N#Cc1ccc(Cl)cc1OCC1CO1. RXN SMILES: [C:16](=[O:17])([O-:18])[O-:19].[C:1](#[N:2])[c:3]1[c:4]([OH:10])[cH:5][c:6]([Cl:9])[cH:7][cH:8]1.[CH3:22][CH2:23][OH:24].[Cl:11][CH2:12][CH:13]1[CH2:14][O:15]1.[K+:20].[K+:21]>>[C:1](#[N:2])[c:3]1[c:4]([O:10][CH2:12][CH:13]2[CH2:14][O:15]2)[cH:5][c:6]([Cl:9])[cH:7][cH:8]1. Starting materials: Cc1ccccc1, CCO, NN, O, COC(=O)c1cc(C(=O)N2CCC(c3cccnc3)C2)ccc1-c1cc(C(F)(F)F)cc(C(F)(F)F)c1. Product: NNC(=O)c1cc(C(=O)N2CCC(c3cccnc3)C2)ccc1-c1cc(C(F)(F)F)cc(C(F)(F)F)c1. RXN SMILES: [CH3:41][c:42]1[cH:43][cH:44][cH:45][cH:46][cH:47]1.[CH3:48][CH2:49][OH:50].[NH2:39][NH2:40].[OH2:38].[n:1]1[cH:2][c:3]([CH:7]2[CH2:8][N:9]([C:12](=[O:13])[c:14]3[cH:15][c:16]([C:34]([O:36][CH3:35])=[O:37])[c:17](-[c:20]4[cH:21][c:22]([C:30]([F:31])([F:32])[F:33])[cH:23][c:24]([C:26]([F:27])([F:28])[F:29])[cH:25]4)[cH:18][cH:19]3)[CH2:10][CH2:11]2)[cH:4][cH:5][cH:6]1>>[n:1]1[cH:2][c:3]([CH:7]2[CH2:8][N:9]([C:12](=[O:13])[c:14]3[cH:15][c:16]([C:34](=[O:36])[NH:39][NH2:40])[c:17](-[c:20]4[cH:21][c:22]([C:30]([F:31])([F:32])[F:33])[cH:23][c:24]([C:26]([F:27])([F:28])[F:29])[cH:25]4)[cH:18][cH:19]3)[CH2:10][CH2:11]2)[cH:4][cH:5][cH:6]1. The reactants are FC(OC=1C=C(C=CC1)N1N=C(C(C=C1)=O)C(\C=C\N(C)C)=O)F (1-(3-Difluoromethoxy-phenyl)-3-((E)-3-dimethylamino-acryloyl)-1H-pyridazin-4-one), N(N)C1=CC(=NC=C1)Cl (4-hydrazino-2-chloropyridine). The product is ClC1=NC=CC(=C1)N1N=CC=C1C1=NN(C=CC1=O)C1=CC(=CC=C1)OC(F)F (3-[2-(2-Chloro-pyridin-4-yl)-2H-pyrazol-3-yl]-1-(3-difluoromethoxy-phenyl)-1H-pyridazin-4-one). RXN SMILES: [F:1][CH:2]([F:24])[O:3][C:4]1[CH:5]=[C:6]([N:10]2[CH:15]=[CH:14][C:13](=[O:16])[C:12]([C:17](=O)/[CH:18]=[CH:19]/[N:20](C)C)=[N:11]2)[CH:7]=[CH:8][CH:9]=1.[NH:25]([C:27]1[CH:32]=[CH:31][N:30]=[C:29]([Cl:33])[CH:28]=1)N>>[Cl:33][C:29]1[CH:28]=[C:27]([N:25]2[C:17]([C:12]3[C:13](=[O:16])[CH:14]=[CH:15][N:10]([C:6]4[CH:7]=[CH:8][CH:9]=[C:4]([O:3][CH:2]([F:24])[F:1])[CH:5]=4)[N:11]=3)=[CH:18][CH:19]=[N:20]2)[CH:32]=[CH:31][N:30]=1. Procedure details: The product was obtained starting from 1-(3-Difluoromethoxy-phenyl)-3-((E)-3-dimethylamino-acryloyl)-1H-pyridazin-4-one (A-10) and 4-hydrazino-2-chloropyridine according to the method described for example 91. MS: M=416.1 (M+H)+ Reactants: N, O, Oc1cn2ccccc2n1, O=P(Br)(Br)Br. The product is Brc1cn2ccccc2n1. RXN SMILES: [NH3:16].[OH2:17].[OH:6][c:7]1[n:8][c:9]2[n:10]([cH:11][cH:12][cH:13][cH:14]2)[cH:15]1.[P:1]([Br:2])([Br:3])([Br:4])=[O:5]>>[Br:3][c:7]1[n:8][c:9]2[n:10]([cH:11][cH:12][cH:13][cH:14]2)[cH:15]1. Starting materials: N1(CCNCC1)C=1C=C2CCC(NC2=CC1)=O (6-(1-piperazinyl)-3,4-dihydrocarbostyril), CN(C)C=O (DMF), C([O-])([O-])=O.[K+].[K+] (potassium carbonate), C(C=C)Br (allyl bromide). Run in O (water). Reaction conditions: time 2 hour. The product is C(C=C)N1CCN(CC1)C=1C=C2CCC(NC2=CC1)=O (6-(4-allyl-1-piperazinyl)-3,4-dihydrocarbostyril). The yield is 38.3%. RXN SMILES: [N:1]1([C:7]2[CH:8]=[C:9]3[C:14](=[CH:15][CH:16]=2)[NH:13][C:12](=[O:17])[CH2:11][CH2:10]3)[CH2:6][CH2:5][NH:4][CH2:3][CH2:2]1.CN(C=O)C.C(=O)([O-])[O-].[K+].[K+].[CH2:29](Br)[CH:30]=[CH2:31]>O>[CH2:31]([N:4]1[CH2:5][CH2:6][N:1]([C:7]2[CH:8]=[C:9]3[C:14](=[CH:15][CH:16]=2)[NH:13][C:12](=[O:17])[CH2:11][CH2:10]3)[CH2:2][CH2:3]1)[CH:30]=[CH2:29] |f:2.3.4|. Procedure details: To a mixture of 1 g of 6-(1-piperazinyl)-3,4-dihydrocarbostyril, 15 ml of DMF and 1.82 g of potassium carbonate was added 500 mg of allyl bromide and the mixture was stirred at room temperature for 2 hours. The reaction mixture was poured into a large amount of water and extracted with chloroform. After washing with water, the extract was dried over anhydrous sodium sulfate. Then, chloroform was distilled off and the residue was purified through silica gel column chromatography and recrystallize... Isolated yield 91.5%. Run in C(C)#N (acetonitrile). RXN SMILES: C[O:2][C:3](=O)[C:4]1[CH:9]=[C:8]([Cl:10])[CH:7]=[C:6]([CH3:11])[C:5]=1[NH2:12].C(O)CO.[CH3:18][NH2:19].O>C(#N)C>[NH2:12][C:5]1[C:6]([CH3:11])=[CH:7][C:8]([Cl:10])=[CH:9][C:4]=1[C:3]([NH:19][CH3:18])=[O:2]. Conditions: temperature 2.5 celsius, time 15 minute. Procedure: The solution prepared in Step B (96.2 g, 200 mmol) was diluted with acetonitrile (60.0 g) and ethylene glycol (180 g) and dried azeotropically by distilling at atmospheric pressure under a Claisen distillation head to take off ˜72 mL of volatiles. Then the distillation head was replaced with a dry-ice-cooled condenser, the remaining solution was cooled to 0-5° C., and methylamine gas (31.1 g, 1000 mmol) was added below the surface of the reaction mixture. The mixture was heated at 70° C. for 17.... Reactants: COC(C1=C(C(=CC(=C1)Cl)C)N)=O (methyl2-amino-5-chloro-3-methylbenzoate), C(CO)O (ethylene glycol), O (water), CN (methylamine). Yields the product NC1=C(C(=O)NC)C=C(C=C1C)Cl (2-amino-5-chloro-N,3-dimethylbenzamide). Starting materials: O[C@H]1[C@H]([C@H](CC1)CC(=O)OC)CCCCC (methyl (+)-(1R,2S,3R)-3-hydroxy-2-pentyl-1-cyclopentaneacetate), C=1C=C[NH+]=CC1.[O-][Cr](=O)(=O)Cl (PCC), C(C)(=O)[O-].[Na+] (sodium acetate). Product: O=C1[C@H]([C@H](CC1)CC(=O)OC)CCCCC (methyl (+)-(1R)-cis-3-oxo-2-pentyl-1-cyclopentaneacetate). Isolated yield 94.9%. RXN SMILES: [OH:1][C@@H:2]1[CH2:6][CH2:5][C@H:4]([CH2:7][C:8]([O:10][CH3:11])=[O:9])[C@@H:3]1[CH2:12][CH2:13][CH2:14][CH2:15][CH3:16].C1C=C[NH+]=CC=1.[O-][Cr](Cl)(=O)=O.C([O-])(=O)C.[Na+]>>[O:1]=[C:2]1[CH2:6][CH2:5][C@H:4]([CH2:7][C:8]([O:10][CH3:11])=[O:9])[C@@H:3]1[CH2:12][CH2:13][CH2:14][CH2:15][CH3:16] |f:1.2,3.4|. Reported procedure: This ester (2.85 g) was then oxidized by means of PCC, in the presence of sodium acetate, in a manner analogous to the method described in Example 1 d), to yield 2.68 g of the desired methyl (+)-(1R)-cis-3-oxo-2-pentyl-1-cyclopentaneacetate (colorless oil; purity 98.5%; yield 92.7%).